This data is from the Open Reaction Database (ORD), a public repository of structured organic reaction records. The task is: describe an organic reaction: reactants, conditions, products, and yield The reactants are NC1=NC(=CC=C1)C1=CC=NC=C1 (2-amino-6-(4-pyridyl)pyridine), NC=1C(C(C1OCCCC)=O)=O (3-amino-4-n-butoxy-3-cyclobutene-1,2-dione), O (water). Solvent: N1=CC=CC=C1 (pyridine). Run at time 1 hour. Yields the product NC=1C(C(C1NC1=NC(=CC=C1)C1=CC=NC=C1)=O)=O (3-Amino-4-[6-(4-Pyridyl)-2-Pyridylamino]-3-Cyclobutene-1,2-Dione). Yield: 13.8%. Reaction SMILES: [NH2:1][C:2]1[CH:7]=[CH:6][CH:5]=[C:4]([C:8]2[CH:13]=[CH:12][N:11]=[CH:10][CH:9]=2)[N:3]=1.[NH2:14][C:15]1[C:16](=[O:25])[C:17](=[O:24])[C:18]=1OCCCC.O>N1C=CC=CC=1>[NH2:14][C:15]1[C:16](=[O:25])[C:17](=[O:24])[C:18]=1[NH:1][C:2]1[CH:7]=[CH:6][CH:5]=[C:4]([C:8]2[CH:13]=[CH:12][N:11]=[CH:10][CH:9]=2)[N:3]=1. Reported procedure: A stirred solution of 2-amino-6-(4-pyridyl)pyridine (0.34 g) and 3-amino-4-n-butoxy-3-cyclobutene-1,2-dione (0.34 g) in pyridine (2 ml) is heated under reflux for 8 hours. The cool mixture is treated with water (15 ml) and the mixture stirred for 1 hour. The solid is filtered, washed with water, ethanol and ether, charcoaled and recrystallised from dimethylformamide to give 73 mg of the title compound, mp >340° C. Product: O1CCOC2=C1C=CC(=C2)CNC2CCN(CC2)CCN2C(C=C(C1=CC=CC=C21)Cl)=O (1-(2-(4-((2,3-dihydro-1,4-benzodioxin-6-ylmethyl)amino)piperidin-1-yl)ethyl)-4-chloroquinolin-2(1H)-one). Run at time 3 hour. The reactants are O1CCOC2=C1C=CC(=C2)CN(C(OC(C)(C)C)=O)C2CCN(CC2)CCN2C(C=C(C1=CC=CC=C21)Cl)=O (tert-butyl (2,3-dihydro-1,4-benzodioxin-6-ylmethyl)(1-(2-(4-chloro-2-oxoquinolin-1(2H)-yl)ethyl)piperidin-4-yl)carbamate), FC(C(=O)O)(F)F (trifluoroacetic acid). Solvent: C(Cl)(Cl)Cl (chloroform). The yield is 58.2%. As a reaction SMILES: [O:1]1[C:6]2[CH:7]=[CH:8][C:9]([CH2:11][N:12]([CH:20]3[CH2:25][CH2:24][N:23]([CH2:26][CH2:27][N:28]4[C:37]5[C:32](=[CH:33][CH:34]=[CH:35][CH:36]=5)[C:31]([Cl:38])=[CH:30][C:29]4=[O:39])[CH2:22][CH2:21]3)C(=O)OC(C)(C)C)=[CH:10][C:5]=2[O:4][CH2:3][CH2:2]1.FC(F)(F)C(O)=O>C(Cl)(Cl)Cl>[O:1]1[C:6]2[CH:7]=[CH:8][C:9]([CH2:11][NH:12][CH:20]3[CH2:25][CH2:24][N:23]([CH2:26][CH2:27][N:28]4[C:37]5[C:32](=[CH:33][CH:34]=[CH:35][CH:36]=5)[C:31]([Cl:38])=[CH:30][C:29]4=[O:39])[CH2:22][CH2:21]3)=[CH:10][C:5]=2[O:4][CH2:3][CH2:2]1. Procedure details: To 2 mL of a chloroform solution containing 149 mg of tert-butyl (2,3-dihydro-1,4-benzodioxin-6-ylmethyl)(1-(2-(4-chloro-2-oxoquinolin-1(2H)-yl)ethyl)piperidin-4-yl)carbamate, 2 mL of trifluoroacetic acid was added and stirred at room temperature for 3 hours. After the solvent was removed under reduced pressure and the residue was alkalized by aqueous saturated sodium hydrogen carbonate solution, it was extracted with ethyl acetate. The organic layer was washed sequentially with water and aqueou...